This data is from the Open Reaction Database (ORD), a public repository of structured organic reaction records. The task is: describe an organic reaction: reactants, conditions, products, and yield Starting materials: FC(OC=1C=C(N)C=CC1)(F)F (3-(trifluoromethoxy)aniline), BrC1=CN2C(S1)=NC(=C2)C(=O)O (2-bromoimidazo[2,1-b]thiazole-6-carboxylic acid). The product is BrC1=CN2C(S1)=NC(=C2)C(=O)NC2=CC(=CC=C2)OC(F)(F)F (2-Bromo-N-(3-(trifluoromethoxy)phenyl)imidazo[2,1-b]thiazole-6-carboxamide). As a reaction SMILES: [F:1][C:2]([F:12])([F:11])[O:3][C:4]1[CH:5]=[C:6]([CH:8]=[CH:9][CH:10]=1)[NH2:7].[Br:13][C:14]1[S:18][C:17]2=[N:19][C:20]([C:22](O)=[O:23])=[CH:21][N:16]2[CH:15]=1>>[Br:13][C:14]1[S:18][C:17]2=[N:19][C:20]([C:22]([NH:7][C:6]3[CH:8]=[CH:9][CH:10]=[C:4]([O:3][C:2]([F:11])([F:12])[F:1])[CH:5]=3)=[O:23])=[CH:21][N:16]2[CH:15]=1. Procedure: The title compound was prepared by essentially following the same procedures described for Intermediate XLIV, using 3-(trifluoromethoxy)aniline and 2-bromoimidazo[2,1-b]thiazole-6-carboxylic acid as starting materials. Reactants: NC1=NC(=NC2=CC(=C(C=C12)OC)OC)Cl (4-amino-2-chloro-6,7-dimethoxyquinazoline), CC1(CC(N(C(C1)=O)C1CCNCC1)=O)C (4,4-dimethyl-1-(4-piperidinyl)-piperidin-2,6-dione), C([O-])([O-])=O.[Na+].[Na+] (sodium carbonate). Solvent: CN(C=O)C (dimethylformamide). Conditions: time 6 hour. The product is Cl.NC1=NC(=NC2=CC(=C(C=C12)OC)OC)N1CCC(CC1)N1C(CC(CC1=O)(C)C)=O (1-[1-(4-amino-6,7-dimethoxy-2-quinazolinyl)-4-piperidinyl]-4,4-dimethyl-piperidin-2,6-dione monohydrochloride). RXN SMILES: [NH2:1][C:2]1[C:11]2[C:6](=[CH:7][C:8]([O:14][CH3:15])=[C:9]([O:12][CH3:13])[CH:10]=2)[N:5]=[C:4]([Cl:16])[N:3]=1.[CH3:17][C:18]1([CH3:32])[CH2:23][C:22](=[O:24])[N:21]([CH:25]2[CH2:30][CH2:29][NH:28][CH2:27][CH2:26]2)[C:20](=[O:31])[CH2:19]1.C(=O)([O-])[O-].[Na+].[Na+]>CN(C)C=O>[ClH:16].[NH2:1][C:2]1[C:11]2[C:6](=[CH:7][C:8]([O:14][CH3:15])=[C:9]([O:12][CH3:13])[CH:10]=2)[N:5]=[C:4]([N:28]2[CH2:29][CH2:30][CH:25]([N:21]3[C:20](=[O:31])[CH2:19][C:18]([CH3:17])([CH3:32])[CH2:23][C:22]3=[O:24])[CH2:26][CH2:27]2)[N:3]=1 |f:2.3.4,6.7|. Procedure: The mixture of 4.79 g of 4-amino-2-chloro-6,7-dimethoxyquinazoline, 4.49 g of 4,4-dimethyl-1-(4-piperidinyl)-piperidin-2,6-dione, 4.24 g of anhydrous sodium carbonate and 75 ml of dimethylformamide is stirred at 150° under nitrogen for 6 hours. It is filtered, the filtrate evaporated, the residue dissolved in ethyl acetate and the solution washed with aqueous sodium carbonate and water. It is dried, evaporated, the residue triturated with isopropanol, filtered off and discarded. The filtrate is ... Starting materials: NC1=CC=C(C=C1)N1CCN(CC1)CCC1=CC=C(C=C1)N (1-(4-Aminophenyl)-4-(4-aminophenethyl)piperazine), CS(=O)(=O)Cl (methanesulphonyl chloride). Solvent: N1=CC=CC=C1 (pyridine). Product: CS(=O)(=O)NC1=CC=C(C=C1)N1CCN(CC1)CCC1=CC=C(C=C1)NS(=O)(=O)C (1-(4-Methanesulphonamidophenyl)-4-(4-methanesulphonamidophenethyl)piperazine). Yield: 72.4%. As a reaction SMILES: [NH2:1][C:2]1[CH:7]=[CH:6][C:5]([N:8]2[CH2:13][CH2:12][N:11]([CH2:14][CH2:15][C:16]3[CH:21]=[CH:20][C:19]([NH2:22])=[CH:18][CH:17]=3)[CH2:10][CH2:9]2)=[CH:4][CH:3]=1.[CH3:23][S:24](Cl)(=[O:26])=[O:25]>N1C=CC=CC=1>[CH3:23][S:24]([NH:1][C:2]1[CH:3]=[CH:4][C:5]([N:8]2[CH2:9][CH2:10][N:11]([CH2:14][CH2:15][C:16]3[CH:17]=[CH:18][C:19]([NH:22][S:24]([CH3:23])(=[O:26])=[O:25])=[CH:20][CH:21]=3)[CH2:12][CH2:13]2)=[CH:6][CH:7]=1)(=[O:26])=[O:25]. Procedure: 1-(4-Aminophenyl)-4-(4-aminophenethyl)piperazine (1.9 g) was dissolved in dry pyridine (15 ml) and methanesulphonyl chloride (1.85 g) was added dropwise with stirring. The mixture was stirred overnight, evaporated to dryness, and the residue triturated with aqueous sodium bicarbonate. The insoluble product was washed with water and digested with ethyl acetate/methanol then cooled and filtered, giving the pure title compound (2.1 g) as a white solid, m.p. 254°-6° (dec.). The reactants are COC1=CC=C2CCC(C2=C1)=O (6-methoxy-2,3-dihydro-1H-indenone), [H-].[Al+3].[Li+].[H-].[H-].[H-] (lithium aluminium hydride). The solvent is CCOCC (ether), O1CCCC1 (tetrahydrofuran). Product: COC1=CC=C2CCC(C2=C1)O (6-Methoxy-2,3-dihydro-lH-indenol). RXN SMILES: [CH3:1][O:2][C:3]1[CH:11]=[C:10]2[C:6]([CH2:7][CH2:8][C:9]2=[O:12])=[CH:5][CH:4]=1.[H-].[Al+3].[Li+].[H-].[H-].[H-]>CCOCC.O1CCCC1>[CH3:1][O:2][C:3]1[CH:11]=[C:10]2[C:6]([CH2:7][CH2:8][CH:9]2[OH:12])=[CH:5][CH:4]=1 |f:1.2.3.4.5.6|. Procedure: 33.5 g (0.2065 mol) of 6-methoxy-2,3-dihydro-1H-indenone is added in portions to a solution of 3.8 g (0.1 mol) of lithium aluminium hydride in 700 ml of dry ether and 50 ml of dry tetrahydrofuran, under an inert atmosphere with cooling. (H.0. House et al. J. Org. Chem. 35 647-51, 1970 and J. Org. Chem. 42, 2155-60, 1977). The reactants are C(C)(=O)O[C@H]1C[C@@H](N(CC1)C(=O)OC(C)(C)C)C1=CC=C(C=C1)F ((±)-(2R,4R)-tert-butyl 4-acetoxy-2-(4-fluorophenyl)piperidine-1-carboxylate), C([O-])([O-])=O.[K+].[K+] (potassium carbonate). Solvent: CO.O (methanol water), C(C)(=O)OCC (ethyl acetate). The product is FC1=CC=C(C=C1)[C@@H]1N(CC[C@H](C1)O)C(=O)OC(C)(C)C ((±)-(2R,4R)-tert-butyl 2-(4-fluorophenyl)-4-hydroxypiperidine-1-carboxylate). The yield is 99.0%. RXN SMILES: C([O:4][C@@H:5]1[CH2:10][CH2:9][N:8]([C:11]([O:13][C:14]([CH3:17])([CH3:16])[CH3:15])=[O:12])[C@@H:7]([C:18]2[CH:23]=[CH:22][C:21]([F:24])=[CH:20][CH:19]=2)[CH2:6]1)(=O)C.C(=O)([O-])[O-].[K+].[K+]>CO.O.C(OCC)(=O)C>[F:24][C:21]1[CH:20]=[CH:19][C:18]([C@H:7]2[CH2:6][C@H:5]([OH:4])[CH2:10][CH2:9][N:8]2[C:11]([O:13][C:14]([CH3:17])([CH3:16])[CH3:15])=[O:12])=[CH:23][CH:22]=1 |f:1.2.3,4.5|. Procedure: A suspention of (±)-(2R,4R)-tert-butyl 4-acetoxy-2-(4-fluorophenyl)piperidine-1-carboxylate (150 mg, 0.40 mmol) and potassium carbonate (1.0 g) in methanol:water 10:1 (11 mL) was stirred for 1 hour then diluted with ethyl acetate (40 mL) and washed with water (25 mL) and brine (25 mL). The organic layer was dried over anhydrous sodium sulfate, filtered and concentrated to give (±)-(2R,4R)-tert-butyl 2-(4-fluorophenyl)-4-hydroxypiperidine-1-carboxylate (117 mg, 99% yield). 1H NMR (400 MHz, d6-DMS...